This data is from the Open Reaction Database (ORD), a public repository of structured organic reaction records. The task is: describe an organic reaction: reactants, conditions, products, and yield Starting materials: OCCCCCCCCCBr, CN(C)CC(N)CC(=O)OCc1ccccc1, Cl, Cl, Oc1cccc(F)c1, OCCCCCCCCCOc1cccc(F)c1, O=C(O)CCCCCCCCOc1cccc(F)c1. Product: CN(C)CC(CC(=O)OCc1ccccc1)NC(=O)CCCCCCCCOc1cccc(F)c1. Reaction SMILES: [Br:9][CH2:10][CH2:11][CH2:12][CH2:13][CH2:14][CH2:15][CH2:16][CH2:17][CH2:18][OH:19].[CH2:59]([c:60]1[cH:61][cH:62][cH:63][cH:64][cH:65]1)[O:66][C:67]([CH2:68][CH:69]([CH2:70][N:71]([CH3:72])[CH3:73])[NH2:74])=[O:75].[ClH:57].[ClH:58].[F:1][c:2]1[cH:3][c:4]([OH:5])[cH:6][cH:7][cH:8]1.[F:20][c:21]1[cH:22][c:23]([O:24][CH2:25][CH2:26][CH2:27][CH2:28][CH2:29][CH2:30][CH2:31][CH2:32][CH2:33][OH:34])[cH:35][cH:36][cH:37]1.[F:38][c:39]1[cH:40][c:41]([O:45][CH2:46][CH2:47][CH2:48][CH2:49][CH2:50][CH2:51][CH2:52][CH2:53][C:54]([OH:55])=[O:56])[cH:42][cH:43][cH:44]1>>[F:20][c:21]1[cH:22][c:23]([O:24][CH2:25][CH2:26][CH2:27][CH2:28][CH2:29][CH2:30][CH2:31][CH2:32][C:33](=[O:34])[NH:74][CH:69]([CH2:68][C:67]([O:66][CH2:59][c:60]2[cH:61][cH:62][cH:63][cH:64][cH:65]2)=[O:75])[CH2:70][N:71]([CH3:72])[CH3:73])[cH:35][cH:36][cH:37]1.